From a dataset of the Open Reaction Database (ORD), a public repository of structured organic reaction records. describe an organic reaction: reactants, conditions, products, and yield The reactants are ClC1=C(C=CC=C1)C=1C2=C(N=C(N1)S(=O)(=O)C)N(C(C=C2)=O)C2=C(C=CC=C2)Cl (4,8-bis-(2-chloro-phenyl)-2-methanesulfonyl-8H-pyrido[2,3-d]pyrimidin-7-one), NC(CO)(CO)C (2-amino-2-methylpropane 1,3-diol). The product is ClC1=C(C=CC=C1)C=1C2=C(N=C(N1)NC(CO)(C)CO)N(C(C=C2)=O)C2=C(C=CC=C2)Cl (4,8-bis-(2-chloro-phenyl)-2-(2-hydroxy-1-hydroxymethyl-1-methyl-ethylamino)-8H-pyrido[2,3-d]pyrimidin-7-one). RXN SMILES: [Cl:1][C:2]1[CH:7]=[CH:6][CH:5]=[CH:4][C:3]=1[C:8]1[C:9]2[CH:21]=[CH:20][C:19](=[O:22])[N:18]([C:23]3[CH:28]=[CH:27][CH:26]=[CH:25][C:24]=3[Cl:29])[C:10]=2[N:11]=[C:12](S(C)(=O)=O)[N:13]=1.[NH2:30][C:31]([CH3:36])([CH2:34][OH:35])[CH2:32][OH:33]>>[Cl:1][C:2]1[CH:7]=[CH:6][CH:5]=[CH:4][C:3]=1[C:8]1[C:9]2[CH:21]=[CH:20][C:19](=[O:22])[N:18]([C:23]3[CH:28]=[CH:27][CH:26]=[CH:25][C:24]=3[Cl:29])[C:10]=2[N:11]=[C:12]([NH:30][C:31]([CH2:34][OH:35])([CH3:36])[CH2:32][OH:33])[N:13]=1. Procedure details: The product of Example 47, and 2-amino-2-methylpropane 1,3-diol were reacted by the procedure of Example 60 to afford the title compound 4,8-bis-(2-chloro-phenyl)-2-(2-hydroxy-1-hydroxymethyl-1-methyl-ethylamino)-8H-pyrido[2,3-d]pyrimidin-7-one. 1H-NMR (CDCl3) δ 1.01 (s, 3H), 3.43 (m, 2H), 3.62 (m, 2H), 6.03 (br s, 1H), 6.41 (d, 1H, J=9.6 Hz), 7.27-7.65 (m, 9H). LC MS (m/e)=471 (MH+). Reaction SMILES: [C:15]1(=[O:25])[CH2:16][C:17](=[O:24])[c:18]2[cH:19][cH:20][cH:21][cH:22][c:23]21.[CH2:26]1[CH2:27][CH2:28][NH:29][CH2:30][CH2:31]1.[CH:39]([Cl:40])([Cl:41])[Cl:42].[Cl:1][c:2]1[cH:3][cH:4][c:5]([O:6][CH:7]([C:8](=[O:9])[Cl:10])[CH2:11][CH3:12])[cH:13][cH:14]1.[ClH:32].[cH:33]1[cH:34][cH:35][n:36][cH:37][cH:38]1>>[Cl:1][c:2]1[cH:3][cH:4][c:5]([O:6][CH:7]([C:8](=[O:9])[CH:16]2[C:15](=[O:25])[c:23]3[c:18]([cH:19][cH:20][cH:21][cH:22]3)[C:17]2=[O:24])[CH2:11][CH3:12])[cH:13][cH:14]1. Yields the product CCC(Oc1ccc(Cl)cc1)C(=O)C1C(=O)c2ccccc2C1=O. Reactants: O=C1CC(=O)c2ccccc21, C1CCNCC1, ClC(Cl)Cl, CCC(Oc1ccc(Cl)cc1)C(=O)Cl, Cl, c1ccncc1.